Task: describe an organic reaction: reactants, conditions, products, and yield. Dataset: the Open Reaction Database (ORD), a public repository of structured organic reaction records The reactants are CC(=O)CC(=O)NC(CC(=O)O)C(=O)O, CC(=O)O, CC(=O)OC(C)=O. Reaction SMILES: [C:1]([CH2:2][C:3](=[O:4])[CH3:5])(=[O:6])[NH:7][CH:8]([CH2:9][C:10](=[O:11])[OH:12])[C:13](=[O:14])[OH:15].[CH3:16][C:17](=[O:18])[OH:19].[CH3:20][C:21]([O:22][C:23](=[O:24])[CH3:25])=[O:26]>>[C:1]([CH2:2][C:3](=[O:4])[CH3:5])(=[O:6])[NH:7][CH:8]1[CH2:9][C:10](=[O:12])[O:15][C:13]1=[O:14]. The product is CC(=O)CC(=O)NC1CC(=O)OC1=O.